From a dataset of the Open Reaction Database (ORD), a public repository of structured organic reaction records. describe an organic reaction: reactants, conditions, products, and yield Starting materials: P(Cl)(Cl)(Cl)(Cl)Cl (phosphorus pentachloride), BrC1=C(C=CC(=C1)C(=O)OC)C(CC(=O)OC)S(=O)(=O)O.N1=CC=CC=C1 (1-[2-bromo-4-(methoxycarbonyl)phenyl]-3-methoxy-3-oxopropane-1-sulfonic acid pyridine), [OH-].N (ammonia hydroxide). Run in C(Cl)Cl (methylene chloride). Conditions: time 8 hour. Yields the product NS(=O)(=O)C(CC(=O)OC)C1=C(C=C(C(=O)OC)C=C1)Br (methyl 4-[1-(aminosulfonyl)-3-methoxy-3-oxopropyl]-3-bromobenzoate). Isolated yield 62.7%. Reaction SMILES: [Br:1][C:2]1[CH:7]=[C:6]([C:8]([O:10][CH3:11])=[O:9])[CH:5]=[CH:4][C:3]=1[CH:12]([S:18]([OH:21])(=O)=[O:19])[CH2:13][C:14]([O:16][CH3:17])=[O:15].[N:22]1C=CC=CC=1.P(Cl)(Cl)(Cl)(Cl)Cl.[OH-].N>C(Cl)Cl>[NH2:22][S:18]([CH:12]([C:3]1[CH:4]=[CH:5][C:6]([C:8]([O:10][CH3:11])=[O:9])=[CH:7][C:2]=1[Br:1])[CH2:13][C:14]([O:16][CH3:17])=[O:15])(=[O:21])=[O:19] |f:0.1,3.4|. Procedure details: 1-[2-bromo-4-(methoxycarbonyl)phenyl]-3-methoxy-3-oxopropane-1-sulfonic acid—pyridine (1:1) (0.220 g, 0.478 mmol) was dissolved in methylene chloride (2 mL) at room temperature, and phosphorus pentachloride (0.199 g, 0.956 mmol) were added. The mixture was stirred overnight. The reaction solution was cannulated into a 2 mL ammonia hydroxide solution at 0° C. dropwise. After stirring for 1 h, the organic layer was isolated, aqueous layer was extracted with methylene chloride twice. The combined o... The solvent is O1CCCC1 (tetrahydrofuran). Reagents/catalysts: CN(C1=CC=NC=C1)C (4-dimethylaminopyridine). Conditions: time 16 hour. Reaction SMILES: [CH2:1]([C@H:8]([NH:19][C:20](=[O:26])[O:21][C:22]([CH3:25])([CH3:24])[CH3:23])[C@H:9]([OH:18])[CH2:10][NH:11][O:12][CH:13]([CH2:16][CH3:17])[CH2:14][CH3:15])[C:2]1[CH:7]=[CH:6][CH:5]=[CH:4][CH:3]=1.[CH3:27][O:28][C:29]1[CH:34]=[CH:33][C:32]([S:35](Cl)(=[O:37])=[O:36])=[CH:31][CH:30]=1.C(N(C(C)C)CC)(C)C>O1CCCC1.CN(C)C1C=CN=CC=1>[CH2:1]([C@H:8]([NH:19][C:20](=[O:26])[O:21][C:22]([CH3:24])([CH3:23])[CH3:25])[C@H:9]([OH:18])[CH2:10][N:11]([O:12][CH:13]([CH2:14][CH3:15])[CH2:16][CH3:17])[S:35]([C:32]1[CH:31]=[CH:30][C:29]([O:28][CH3:27])=[CH:34][CH:33]=1)(=[O:37])=[O:36])[C:2]1[CH:3]=[CH:4][CH:5]=[CH:6][CH:7]=1. Yield: 70.3%. Yields the product C(C1=CC=CC=C1)[C@@H]([C@@H](CN(S(=O)(=O)C1=CC=C(C=C1)OC)OC(CC)CC)O)NC(OC(C)(C)C)=O (tert-butyl (1S,2R)-1-benzyl-3-{(1-ethylpropoxy)[(4-methoxyphenyl)sulfonyl]amino}-2-hydroxypropylcarbamate). The reactants are C(C1=CC=CC=C1)[C@@H]([C@@H](CNOC(CC)CC)O)NC(OC(C)(C)C)=O (tert-butyl (1S,2R)-1-benzyl-3-[(1-ethylpropoxy)amino]-2-hydroxypropylcarbamate), COC1=CC=C(C=C1)S(=O)(=O)Cl (4-methoxyphenylsulphonyl chloride), C(C)(C)N(CC)C(C)C (diisoproylethylamine). Procedure: A mixture of tert-butyl (1S,2R)-1-benzyl-3-[(1-ethylpropoxy)amino]-2-hydroxypropylcarbamate (100 mg, 0.273 mmol), 4-methoxyphenylsulphonyl chloride (57 mg, 0.273 mmol), and diisoproylethylamine (0.0476 mL, 0.273 mmol) in anhydrous tetrahydrofuran (2 mL) was stirred under Argon for 16 hours at ambient temperature. A catalytic quantity of 4-dimethylaminopyridine (˜1 mg) was added and the reaction was heated at reflux for approximately two hours. After cooling, the reaction was evaporated in vacuo ...